The task is: describe an organic reaction: reactants, conditions, products, and yield. This data is from the Open Reaction Database (ORD), a public repository of structured organic reaction records. Reactants: C(CCCCCCCC)C(=O)OC1=CC=C(C=C1)C1=CC=C(C=C1)OC (4'-nonylcarbonyloxy-4-methoxybiphenyl), [H][H] (hydrogen), [H][H] (hydrogen), C(CCCCCCCC)C(=O)OC1=CC=C(C=C1)C1=CC=C(C=C1)OC (4'-nonylcarbonyloxy-4-methoxybiphenyl). Reagents/catalysts: [C].[Pd] (palladium-carbon), [C].[Pd] (palladium-carbon). The solvent is C(C)(=O)O (acetic acid). Reaction conditions: temperature 80 celsius. Product: C(CCCCCCCCC)C1=CC=C(C=C1)C1=CC=C(C=C1)OC (4'-decyl-4-methoxybiphenyl). RXN SMILES: C(C(O[C:13]1[CH:18]=[CH:17][C:16]([C:19]2[CH:24]=[CH:23][C:22]([O:25][CH3:26])=[CH:21][CH:20]=2)=[CH:15][CH:14]=1)=O)CCCCCCCC.[H][H]>[C].[Pd].C(O)(=O)C>[CH2:17]([C:13]1[CH:14]=[CH:15][C:16]([C:19]2[CH:20]=[CH:21][C:22]([O:25][CH3:26])=[CH:23][CH:24]=2)=[CH:17][CH:18]=1)[CH2:18][CH2:13][CH2:14][CH2:15][CH2:16][CH2:19][CH2:20][CH2:21][CH3:22] |f:2.3|. Procedure: A mixture of 38 g of 4-phenylphenol, 9 g of sodium hydroxide, 200 ml of methanol and 20 ml of water was heated. 28 g of dimethyl sulfate was dropped in the mixture with stirring at 50° C. After one hour, 20 ml of 10N-sodium hydroxide was dropped in the solution and continued stirring for 2 hours. The crystals were obtained after the solution was cooled to room temperature. After washing with water and methanol for several times, 30 g of 4-methoxybiphenyl (O) was obtained. 154 g of (O) was dissol... The reactants are C(C(C)C)OC1=C(C(=O)O)C=C(C=C1)OCC(C)C (2,5-diisobutoxybenzoic acid), ice water, [Cl-].[Al+3].[Cl-].[Cl-] (aluminum chloride), C(C(C)C)OC1=C(C=CC=C1)CCC(=O)OCC (ethyl 3-(2-isobutoxyphenyl)-propanoate), C(C(=O)Cl)(=O)Cl (oxalyl chloride). Run in C(Cl)Cl (methylene chloride), C(Cl)(Cl)Cl (chloroform), CN(C=O)C (N,N-dimethylformamide). Run at time 1 hour. Product: C(C(C)C)OC1=C(C(=O)C=2C=CC(=C(C2)CCC(=O)OCC)OCC(C)C)C=C(C=C1)OCC(C)C (ethyl 3-[5-(2,5-diisobutoxybenzoyl)-2-isobutoxyphenyl]propanoate). The yield is 98.4%. As a reaction SMILES: [CH2:1]([O:5][C:6]1[CH:14]=[CH:13][C:12]([O:15][CH2:16][CH:17]([CH3:19])[CH3:18])=[CH:11][C:7]=1[C:8]([OH:10])=O)[CH:2]([CH3:4])[CH3:3].C(Cl)(=O)C(Cl)=O.[Cl-].[Al+3].[Cl-].[Cl-].[CH2:30]([O:34][C:35]1[CH:40]=[CH:39][CH:38]=[CH:37][C:36]=1[CH2:41][CH2:42][C:43]([O:45][CH2:46][CH3:47])=[O:44])[CH:31]([CH3:33])[CH3:32]>C(Cl)Cl.C(Cl)(Cl)Cl.CN(C)C=O>[CH2:1]([O:5][C:6]1[CH:14]=[CH:13][C:12]([O:15][CH2:16][CH:17]([CH3:19])[CH3:18])=[CH:11][C:7]=1[C:8]([C:38]1[CH:39]=[CH:40][C:35]([O:34][CH2:30][CH:31]([CH3:32])[CH3:33])=[C:36]([CH2:41][CH2:42][C:43]([O:45][CH2:46][CH3:47])=[O:44])[CH:37]=1)=[O:10])[CH:2]([CH3:3])[CH3:4] |f:2.3.4.5|. Reported procedure: In 50 ml of methylene chloride is dissolved 5.00 g of 2,5-diisobutoxybenzoic acid. After adding 2.0 ml of oxalyl chloride and subsequently 20 μl of N,N-dimethylformamide at ambient temperature, the mixture thus obtained is stirred at ambient temperature for one hour. Then, 7.51 g of aluminum chloride and subsequently 5.17 g of ethyl 3-(2-isobutoxyphenyl)-propanoate are added at −30° C., the mixture thus obtained is stirred at −10° C. for 10 minutes. The reaction mixture is added to a mixture of ... Reactants: Fc1ccc(-c2cn3c(n2)CCC3)c(F)c1, [Na+], [Na+], O=S([O-])([O-])=S, O=C1CCC(=O)N1I, CN(C)C=O, O. Product: Fc1ccc(-c2nc3n(c2I)CCC3)c(F)c1. Reaction SMILES: [F:1][c:2]1[c:3](-[c:9]2[n:10][c:11]3[n:12]([cH:13]2)[CH2:14][CH2:15][CH2:16]3)[cH:4][cH:5][c:6]([F:8])[cH:7]1.[Na+:26].[Na+:27].[O-:28][S:29]([O-:30])(=[S:31])=[O:32].[O:17]=[C:18]1[N:19]([I:24])[C:20](=[O:21])[CH2:22][CH2:23]1.[O:33]=[CH:34][N:35]([CH3:36])[CH3:37].[OH2:25]>>[F:1][c:2]1[c:3](-[c:9]2[n:10][c:11]3[n:12]([c:13]2[I:24])[CH2:14][CH2:15][CH2:16]3)[cH:4][cH:5][c:6]([F:8])[cH:7]1. The reactants are NC=1C(=CC=CC1)C (o-toluidine), C[Al](C)C (AlMe3), [C@@H]([C@H](C(=O)[O-])O)(C(=O)[O-])O.[Na+].[K+] (Rochelle's salt), COC(C1=CC(=C(C=C1)SC1=CC=C(C=C1)OC)NC=1C2=C(N=CN1)N=C(C=C2)C)=O (4-(4-Methoxy-phenylsulfanyl)-3-(7-methyl-pyrido[2,3-d]pyrimidin-4-ylamino)-benzoic acid methyl ester). The solvent is C1(=CC=CC=C1)C (toluene). Conditions: time 30 minute. Yields the product COC1=CC=C(C=C1)SC1=C(C=C(C(=O)NC2=C(C=CC=C2)C)C=C1)NC=1C2=C(N=CN1)N=C(C=C2)C (4-(4-Methoxy-phenylsulfanyl)-3-(7-methyl-pyrido[2,3-d]pyrimidin-4-ylamino)-N-o-tolyl-benzamide). The yield is 64.5%. Reaction SMILES: [NH2:1][C:2]1[C:3]([CH3:8])=[CH:4][CH:5]=[CH:6][CH:7]=1.C[Al](C)C.C[O:14][C:15](=O)[C:16]1[CH:21]=[CH:20][C:19]([S:22][C:23]2[CH:28]=[CH:27][C:26]([O:29][CH3:30])=[CH:25][CH:24]=2)=[C:18]([NH:31][C:32]2[C:33]3[CH:41]=[CH:40][C:39]([CH3:42])=[N:38][C:34]=3[N:35]=[CH:36][N:37]=2)[CH:17]=1.[C@H](O)(C([O-])=O)[C@@H](O)C([O-])=O.[Na+].[K+]>C1(C)C=CC=CC=1>[CH3:30][O:29][C:26]1[CH:25]=[CH:24][C:23]([S:22][C:19]2[CH:20]=[CH:21][C:16]([C:15]([NH:1][C:2]3[CH:7]=[CH:6][CH:5]=[CH:4][C:3]=3[CH3:8])=[O:14])=[CH:17][C:18]=2[NH:31][C:32]2[C:33]3[CH:41]=[CH:40][C:39]([CH3:42])=[N:38][C:34]=3[N:35]=[CH:36][N:37]=2)=[CH:28][CH:27]=1 |f:3.4.5|. Reported procedure: To a solution of o-toluidine (0.208 mL, 1.94 mmol) in toluene (10 mL) was added AlMe3 (0.97 mL, 1.94 mmol) and the reaction mixture stirred for 30 minutes at room temperature. Then, the product from Example 148A (140 mg, 0.324 mmol) was added in one portion and the reaction mixture refluxed for 3 hours. The reaction mixture was cooled to room temperature and poured into a rapidly stirring solution of Rochelle's salt. After stirring the solution overnight at room temperature, the reaction was ext... The reactants are CSc1ncc(-c2ccc(Cl)cc2)c(-c2ccc(Cl)cc2Cl)n1, OCc1cc(Cl)cc(Cl)c1. Yields the product Clc1ccc(-c2cnc(OCc3cc(Cl)cc(Cl)c3)nc2-c2ccc(Cl)cc2Cl)cc1. As a reaction SMILES: [CH3:1][S:2][c:3]1[n:4][cH:5][c:6](-[c:17]2[cH:18][cH:19][c:20]([Cl:23])[cH:21][cH:22]2)[c:7](-[c:9]2[c:10]([Cl:16])[cH:11][c:12]([Cl:15])[cH:13][cH:14]2)[n:8]1.[Cl:24][c:25]1[cH:26][c:27]([CH2:28][OH:29])[cH:30][c:31]([Cl:33])[cH:32]1>>[c:3]1([O:29][CH2:28][c:27]2[cH:26][c:25]([Cl:24])[cH:32][c:31]([Cl:33])[cH:30]2)[n:4][cH:5][c:6](-[c:17]2[cH:18][cH:19][c:20]([Cl:23])[cH:21][cH:22]2)[c:7](-[c:9]2[c:10]([Cl:16])[cH:11][c:12]([Cl:15])[cH:13][cH:14]2)[n:8]1. The reactants are CC(=O)OC(C)=O, O=CO, CON=C(C(=O)O)c1nc(N)sc1C. Yields the product CON=C(C(=O)O)c1nc(NC=O)sc1C. As a reaction SMILES: [CH3:15][C:16](=[O:17])[O:18][C:19](=[O:20])[CH3:21].[CH:22]([OH:23])=[O:24].[NH2:1][c:2]1[s:3][c:4]([CH3:14])[c:5]([C:7]([C:8](=[O:9])[OH:10])=[N:11][O:12][CH3:13])[n:6]1>>[NH:1]([c:2]1[s:3][c:4]([CH3:14])[c:5]([C:7]([C:8](=[O:9])[OH:10])=[N:11][O:12][CH3:13])[n:6]1)[CH:16]=[O:17].